Dataset: the Open Reaction Database (ORD), a public repository of structured organic reaction records. Task: describe an organic reaction: reactants, conditions, products, and yield The reactants are CC=1OC2=C(C=CC(=C2C(C1)=O)[N+](=O)[O-])C=O (2-methyl-5-nitro-4-oxo-4H-chromene-8-carbaldehyde), C(CC(=O)C)(=O)OC(C)C (isopropyl acetoacetate), N\C(=C/C#N)\C (3-aminocrotononitrile), C(C)(=O)O (acetic acid). Solvent: CC(C)O (2-propanol). Product: C(#N)C=1C(C(=C(NC1C)C)C(=O)OC(C)C)C=1C=CC(=C2C(C=C(OC12)C)=O)[N+](=O)[O-] (Isopropyl 5-cyano-2,6-dimethyl-4-(2-methyl-5-nitro-4-oxo-4H-chromen-8-yl)-1,4-dihydropyridine-3-carboxylate). As a reaction SMILES: [CH3:1][C:2]1[O:3][C:4]2[C:9]([C:10](=[O:12])[CH:11]=1)=[C:8]([N+:13]([O-:15])=[O:14])[CH:7]=[CH:6][C:5]=2[CH:16]=O.[C:18]([O:24][CH:25]([CH3:27])[CH3:26])(=[O:23])[CH2:19][C:20]([CH3:22])=O.[NH2:28]/[C:29](/[CH3:33])=[CH:30]\[C:31]#[N:32].C(O)(=O)C>CC(O)C>[C:31]([C:30]1[CH:16]([C:5]2[CH:6]=[CH:7][C:8]([N+:13]([O-:15])=[O:14])=[C:9]3[C:4]=2[O:3][C:2]([CH3:1])=[CH:11][C:10]3=[O:12])[C:19]([C:18]([O:24][CH:25]([CH3:27])[CH3:26])=[O:23])=[C:20]([CH3:22])[NH:28][C:29]=1[CH3:33])#[N:32]. Procedure: 32 mg (0.137 mmol) of 2-methyl-5-nitro-4-oxo-4H-chromene-8-carbaldehyde are dissolved with 19.7 mg (0.137 mmol) of isopropyl acetoacetate, 11.26 mg (0.137 mmol) of 3-aminocrotononitrile and 8.24 mg (0.137 mmol) of acetic acid in 3 ml of 2-propanol and heated under reflux under argon for 6 h. The solvent is removed in vacuo, and the residue is purified by preparative HPLC. 13 mg (22.3% of theory) of the title compound are obtained as a yellow solid.